Dataset: the Open Reaction Database (ORD), a public repository of structured organic reaction records. Task: describe an organic reaction: reactants, conditions, products, and yield Reaction SMILES: [CH3:23][C:24]#[N:25].[F:1][c:2]1[cH:3][c:4]2[c:5]([c:6]([CH:9]3[CH2:10][CH2:11][NH:12][CH2:13][CH2:14]3)[n:7][o:8]2)[cH:15][cH:16]1.[K+:17].[K+:18].[O-:19][C:20]([O-:21])=[O:22]>>[F:1][c:2]1[cH:3][c:4]2[c:5]([c:6]([CH:9]3[CH2:10][CH2:11][N:12]([CH2:23][C:24]#[N:25])[CH2:13][CH2:14]3)[n:7][o:8]2)[cH:15][cH:16]1. Yields the product N#CCN1CCC(c2noc3cc(F)ccc23)CC1. The reactants are CC#N, Fc1ccc2c(C3CCNCC3)noc2c1, [K+], [K+], O=C([O-])[O-]. Starting materials: O.S.[Na] (sodium hydrogen sulfide hydrate), C1(=CC=CC=C1)C(C1=CC=CC=C1)OC(=O)C1=C(CS[C@H]2N1C([C@H]2NC(\C(=N/OC(C2=CC=CC=C2)(C2=CC=CC=C2)C2=CC=CC=C2)\C=2N=C(SC2Cl)N)=O)=O)Cl ((7R)-7-[(Z)-2-(2-amino-5-chlorothiazol-4-yl)-2-(triphenylmethoxyimino)acetamido]-3-chloro-3-cephem-4-carboxylate diphenylmethyl ester), P(=O)([O-])(O)O.[Na+] (monosodium phosphate). Solvent: CN(C)C=O (DMF). The product is C1(=CC=CC=C1)C(C1=CC=CC=C1)OC(=O)C1=C(CS[C@H]2N1C([C@H]2NC(\C(=N/OC(C2=CC=CC=C2)(C2=CC=CC=C2)C2=CC=CC=C2)\C=2N=C(SC2Cl)N)=O)=O)S ((7R)-7-[(Z)-2-(2-amino-5-chlorothiazol-4-yl)-2-(triphenylmethoxyimino)acetamido]-3-mercapto-3-cephem-4-carboxylate diphenylmethyl ester). Yield: 190.7%. As a reaction SMILES: [C:1]1([CH:7]([O:14][C:15]([C:17]2[N:22]3[C:23](=[O:57])[C@@H:24]([NH:25][C:26](=[O:56])/[C:27](/[C:49]4[N:50]=[C:51]([NH2:55])[S:52][C:53]=4[Cl:54])=[N:28]\[O:29][C:30]([C:43]4[CH:48]=[CH:47][CH:46]=[CH:45][CH:44]=4)([C:37]4[CH:42]=[CH:41][CH:40]=[CH:39][CH:38]=4)C4C=CC=CC=4)[C@H:21]3[S:20][CH2:19][C:18]=2Cl)=[O:16])C2C=CC=CC=2)[CH:6]=[CH:5][CH:4]=[CH:3][CH:2]=1.O.[SH2:60].[Na].P(O)(O)([O-])=O.[Na+]>CN(C=O)C>[C:1]1([CH:7]([O:14][C:15]([C:17]2[N:22]3[C:23](=[O:57])[C@@H:24]([NH:25][C:26](=[O:56])/[C:27](/[C:49]4[N:50]=[C:51]([NH2:55])[S:52][C:53]=4[Cl:54])=[N:28]\[O:29][C:30]([C:43]4[CH:48]=[CH:47][CH:46]=[CH:45][CH:44]=4)([C:37]4[CH:38]=[CH:39][CH:40]=[CH:41][CH:42]=4)[C:37]4[CH:42]=[CH:41][CH:40]=[CH:39][CH:38]=4)[C@H:21]3[S:20][CH2:19][C:18]=2[SH:60])=[O:16])[C:1]2[CH:6]=[CH:5][CH:4]=[CH:3][CH:2]=2)[CH:2]=[CH:3][CH:4]=[CH:5][CH:6]=1 |f:1.2.3,4.5,^1:60|. Reported procedure: To a solution of (7R)-7-[(Z)-2-(2-amino-5-chlorothiazol-4-yl)-2-(triphenylmethoxyimino)acetamido]-3-chloro-3-cephem-4-carboxylate diphenylmethyl ester (4.0 g , 4.72 mmol) in DMF (30 mL) cooled to -20° C. was added in one portion powdered sodium hydrogen sulfide hydrate (1.1 g, 19.6 mmol). After 15 min the reaction mixture was poured into 0.5M monosodium phosphate (about 100 mL), extracted with ethyl acetate and the organic layer was washed thoroughly with water. After concentrating in vacuum the... The reactants are BrC1=CC=C(C=C1)N=C=S (4-Bromophenyl isothiocyanate), NN1C=NC2=CC=CC=C2C1=O (3-amino-4(3H)quinazolinone). The solvent is ClCCCl (1,2-dichloroethane). Yields the product BrC1=CC=C(C=C1)NC(=S)NN1C=NC2=CC=CC=C2C1=O (1-(p-Bromophenyl)-3-(3,4-dihydro-4-oxo-3-quinazolinyl)-2-thiourea). Reaction SMILES: [Br:1][C:2]1[CH:7]=[CH:6][C:5]([N:8]=[C:9]=[S:10])=[CH:4][CH:3]=1.[NH2:11][N:12]1[C:21](=[O:22])[C:20]2[C:15](=[CH:16][CH:17]=[CH:18][CH:19]=2)[N:14]=[CH:13]1>ClCCCl>[Br:1][C:2]1[CH:7]=[CH:6][C:5]([NH:8][C:9]([NH:11][N:12]2[C:21](=[O:22])[C:20]3[C:15](=[CH:16][CH:17]=[CH:18][CH:19]=3)[N:14]=[CH:13]2)=[S:10])=[CH:4][CH:3]=1. Procedure details: 4-Bromophenyl isothiocyanate (2.51 g, 11.72 mmol) is added to a mixture of 3-amino-4(3H)quinazolinone (1.72 g, 10.66 mmol) in a 1,2-dichloroethane at reflux under a nitrogen atmosphere. The reaction mixture is heated at reflux for 2 days, cooled, washed with ether and filtered. The filter cake is dried to give the title product as a white solid, 2.44 g, mp 189°-190° C. Starting materials: C1(=CC=CC=C1)C1=NN=C(C2=C1C=CO2)O (4-phenylfuro[3,2-d]pyridazin-7-ol), N1=CC=CC=C1 (pyridine), O (water), O=P(Cl)(Cl)Cl (POCl3). The product is ClC=1C2=C(C(=NN1)C1=CC=CC=C1)C=CO2 (7-chloro-4-phenylfuro[3,2-d]pyridazine). Reaction SMILES: [C:1]1([C:7]2[C:12]3[CH:13]=[CH:14][O:15][C:11]=3[C:10](O)=[N:9][N:8]=2)[CH:6]=[CH:5][CH:4]=[CH:3][CH:2]=1.N1C=CC=CC=1.O.O=P(Cl)(Cl)[Cl:26]>>[Cl:26][C:10]1[C:11]2[O:15][CH:14]=[CH:13][C:12]=2[C:7]([C:1]2[CH:6]=[CH:5][CH:4]=[CH:3][CH:2]=2)=[N:8][N:9]=1. Reported procedure: A slurry of 4-phenylfuro[3,2-d]pyridazin-7-ol (0.327 g, 1.5 mmol) and pyridine (0.38 ml, 4.6 mmol) in 5 mL POCl3 was heated with a water-cooled reflux condenser with drying tube to 130° C. for 3 h. The brown solution was cooled and the reaction judged complete by LCMS. The reaction was poured onto ice with stirring. The solution was neutralized with 6 N NaOH and ice to control temperature. The resulting mixture was extracted into DCM (3×). The combined organic extracts were dried over anhydrous ... The reactants are [OH-].[Na+] (sodium hydroxide), ClC1(C(C(CCC1)(Cl)Cl)O)Cl (2,2,6,6-tetrachlorocyclohexanol), C(C)OCC (ethyl ether). Run in O (water). Reaction conditions: time 15 minute. Product: ClC12CC(CCC2O1)(Cl)Cl (1,3,3-trichloro-7-oxabicyclo[4.1.0]heptane). As a reaction SMILES: [OH-].[Na+].[Cl:3][C:4]1(Cl)[CH2:9][CH2:8][CH2:7][C:6]([Cl:11])([Cl:10])[CH:5]1O.C([O:16]CC)C>O>[Cl:3][C:4]12[O:16][CH:9]1[CH2:8][CH2:7][C:6]([Cl:11])([Cl:10])[CH2:5]2 |f:0.1|. Procedure details: 7 g (175 mmol) of sodium hydroxide pellets were added in three portions at 10°-15° C. to 15.2 g (63.88 mmol) of 2,2,6,6-tetrachlorocyclohexanol 1a in suspension in 70 cm3 of distilled water. The reaction mixture was kept at room temperature for 1 h 15 min, 20 cm3 of ethyl ether were then added, stirring was continued for 5 min and then the phases were separated and the aqueous phase was extracted with ether (6×50 cm3). The ether phases were combined, dried over MgSO4, filtered, and the mixture w... Starting materials: ClC1=NC(=C2N=CN(C2=N1)C1CCCC1)Cl (2,6-dichloro-9-cyclopentylpurine), Cl.CN (methylamine hydrochloride). The solvent is C(C)N(CC)CC (triethylamine). Yields the product ClC1=NC(=C2N=CN(C2=N1)C1CCCC1)NC (2-Chloro-6-(methylamino)-9-cyclopentylpurine). As a reaction SMILES: [Cl:1][C:2]1[N:10]=[C:9]2[C:5]([N:6]=[CH:7][N:8]2[CH:11]2[CH2:15][CH2:14][CH2:13][CH2:12]2)=[C:4](Cl)[N:3]=1.Cl.[CH3:18][NH2:19]>C(N(CC)CC)C>[Cl:1][C:2]1[N:10]=[C:9]2[C:5]([N:6]=[CH:7][N:8]2[CH:11]2[CH2:15][CH2:14][CH2:13][CH2:12]2)=[C:4]([NH:19][CH3:18])[N:3]=1 |f:1.2|. Procedure details: 2-Chloro-6-(methylamino)-9-cyclopentylpurine is prepared from 2,6-dichloro-9-cyclopentylpurine, methylamine hydrochloride, and triethylamine essentially as described above in Example 1, Scheme A, step b. Reactants: BrCCCOC1=CC2=C(C=C1OC)C=1C=3C(N(C(C3C(=CC1O2)C2=C(C=CC=C2)Cl)=O)CCCBr)=O (8-(3-Bromopropoxy)-2-(3-bromopropyl)-4-(2-chlorophenyl)-9-methoxy-1H-[1]benzofuro[3,2-e]isoindole-1,3(2H)-dione), CNC (dimethylamine). Solvent: O1CCCC1 (tetrahydrofuran). Conditions: time 24 hour. Yields the product ClC1=C(C=CC=C1)C1=CC2=C(C=3C(NC(C13)=O)=O)C1=C(O2)C=C(C(=C1)OC)OCCCN(C)C (4-(2-Chlorophenyl)-8-[3-(dimethylamino)propoxy]-9-methoxy-1H-[1]benzofuro[3,2-e]isoindole-1,3(2H)-dione). Yield: 84.0%. RXN SMILES: Br[CH2:2][CH2:3][CH2:4][O:5][C:6]1[C:11]([O:12][CH3:13])=[CH:10][C:9]2[C:14]3[C:15]4[C:16](=[O:36])[N:17](CCCBr)[C:18](=[O:31])[C:19]=4[C:20]([C:24]4[CH:29]=[CH:28][CH:27]=[CH:26][C:25]=4[Cl:30])=[CH:21][C:22]=3[O:23][C:8]=2[CH:7]=1.[CH3:37][NH:38][CH3:39]>O1CCCC1>[Cl:30][C:25]1[CH:26]=[CH:27][CH:28]=[CH:29][C:24]=1[C:20]1[C:19]2[C:18](=[O:31])[NH:17][C:16](=[O:36])[C:15]=2[C:14]2[C:9]3[CH:10]=[C:11]([O:12][CH3:13])[C:6]([O:5][CH2:4][CH2:3][CH2:2][N:38]([CH3:39])[CH3:37])=[CH:7][C:8]=3[O:23][C:22]=2[CH:21]=1. Reported procedure: Reaction of dibromide (331) (100 mg, 0.16 mmol) prepared as described in example 385 with aqueous dimethylamine solution (40%, 5.0 mL) according to The procedure described in example 179, except that the reaction was performed in tetrahydrofuran (50 mL) at room temperature for 30 hours, gave the crude diamine (LXXX; Ar=2-chlorophenyl, n=3, Z═N(CH3)2), which was used without further purification as a tetrahydrofuran solution. To this solution was added SN potassium hydroxide (2.5 mL), then the pr...